This data is from the Open Reaction Database (ORD), a public repository of structured organic reaction records. The task is: describe an organic reaction: reactants, conditions, products, and yield Reactants: CCOC(=O)Cc1ccc(NC(=C2C(=O)Nc3ccccc32)c2ccccc2)cc1, CCO, [Na+], [OH-]. The product is O=C(O)Cc1ccc(NC(=C2C(=O)Nc3ccccc32)c2ccccc2)cc1. As a reaction SMILES: [CH2:1]([CH3:2])[O:3][C:4](=[O:5])[CH2:6][c:7]1[cH:8][cH:9][c:10]([NH:13][C:14]([c:15]2[cH:16][cH:17][cH:18][cH:19][cH:20]2)=[C:21]2[C:22](=[O:30])[NH:23][c:24]3[cH:25][cH:26][cH:27][cH:28][c:29]32)[cH:11][cH:12]1.[CH3:33][CH2:34][OH:35].[Na+:32].[OH-:31]>>[O:3]=[C:4]([OH:5])[CH2:6][c:7]1[cH:8][cH:9][c:10]([NH:13][C:14]([c:15]2[cH:16][cH:17][cH:18][cH:19][cH:20]2)=[C:21]2[C:22](=[O:30])[NH:23][c:24]3[cH:25][cH:26][cH:27][cH:28][c:29]32)[cH:11][cH:12]1. Reactants: NC=1SC=C(N1)CN1CCC(CC1)OC(C1=CC=CC=C1)C1=CC=CC=C1 (2-amino-4-[4-(diphenylmethoxy)piperidinomethyl]thiazole), CN1CCOCC1 (N-methylmorpholine), CS(=O)(=O)Cl (methanesulfonyl chloride). Run in CN(C=O)C (N,N-dimethylformamide), ClCCl (dichloromethane). Conditions: time 1 hour. Product: S(=O)(=O)(C)NC=1SC=C(N1)CN1CCC(CC1)OC(C1=CC=CC=C1)C1=CC=CC=C1 (2-mesylamino-4-[4-(diphenylmethoxy)piperidinomethyl]thiazole). Isolated yield 34.0%. As a reaction SMILES: [NH2:1][C:2]1[S:3][CH:4]=[C:5]([CH2:7][N:8]2[CH2:13][CH2:12][CH:11]([O:14][CH:15]([C:22]3[CH:27]=[CH:26][CH:25]=[CH:24][CH:23]=3)[C:16]3[CH:21]=[CH:20][CH:19]=[CH:18][CH:17]=3)[CH2:10][CH2:9]2)[N:6]=1.CN1CCOCC1.[CH3:35][S:36](Cl)(=[O:38])=[O:37]>CN(C)C=O.ClCCl>[S:36]([NH:1][C:2]1[S:3][CH:4]=[C:5]([CH2:7][N:8]2[CH2:13][CH2:12][CH:11]([O:14][CH:15]([C:22]3[CH:27]=[CH:26][CH:25]=[CH:24][CH:23]=3)[C:16]3[CH:17]=[CH:18][CH:19]=[CH:20][CH:21]=3)[CH2:10][CH2:9]2)[N:6]=1)([CH3:35])(=[O:38])=[O:37]. Procedure details: To a stirred mixture of 2-amino-4-[4-(diphenylmethoxy)piperidinomethyl]thiazole (0.78 g), N-methylmorpholine (1.15 ml) in N,N-dimethylformamide (8 ml) was added dropwise a solution of methanesulfonyl chloride (0.5 g) in dichloromethane (0.5 ml) under ice-bath cooling. After 1 hour, the reaction mixture was filtered. The filtrate was made basic with 1N sodium hydroxide solution (12 ml). After being stirred for 30 minutes, the mixture was neutralized with 1N hydrochloric acid and extracted with di... The reactants are Br.ClC1=C(C=C(C=C1)C1(N(C(SC1)=NC)C)O)S(N)(=O)=O (4-(4-chloro-3-sulfamoylphenyl)-3-methyl-2-methylimino-1,3-thiazolidine-4-ol-hydrobromide), C([O-])(O)=O.[Na+] (sodium bicarbonate). Solvent: O (water). The product is ClC1=C(C=C(C=C1)C1(N(C(SC1)=NC)C)O)S(N)(=O)=O (4-(4-Chloro-3-sulfamoylphenyl)-3-methyl-2-methylimino-1,3-thiazolidine-4-ol). Reaction SMILES: Br.[Cl:2][C:3]1[CH:8]=[CH:7][C:6]([C:9]2([OH:17])[CH2:13][S:12][C:11](=[N:14][CH3:15])[N:10]2[CH3:16])=[CH:5][C:4]=1[S:18](=[O:21])(=[O:20])[NH2:19].C(=O)(O)[O-].[Na+]>O>[Cl:2][C:3]1[CH:8]=[CH:7][C:6]([C:9]2([OH:17])[CH2:13][S:12][C:11](=[N:14][CH3:15])[N:10]2[CH3:16])=[CH:5][C:4]=1[S:18](=[O:20])(=[O:21])[NH2:19] |f:0.1,2.3|. Reported procedure: 10 g of powdered 4-(4-chloro-3-sulfamoylphenyl)-3-methyl-2-methylimino-1,3-thiazolidine-4-ol-hydrobromide were dissolved in 500 ml of water at 50° C, while stirring, 100 ml of saturated sodium bicarbonate solution were added and the solution was thoroughly stirred for 2 hours at 5°-10° C, 4-(4-chloro-3-sulfamoylphenyl)-3-methyl-2-methylimino-1,3-thiazolidine-4-ol was filtered off and washed several times with water. Melting point: 187°-188° C (decomposition). Reactants: C1(=CC=CC=C1)C (toluene), [(n-C4H9)3Sn]2O, C=CC1=CC=CC=C1 (styrene), CC1=CC=C(C=C)C=C1 (p-methylstyrene). The solvent is C(C)(C)O (isopropanol). Reaction conditions: temperature 25 celsius, time 22 hour. Yields the product C=CC1=CC=CC=C1.CC1=CC=C(C=C)C=C1 (styrene p-methylstyrene). The yield is 14.0%. As a reaction SMILES: C1(C)C=CC=CC=1.[CH2:8]=[CH:9][C:10]1[CH:15]=[CH:14][CH:13]=[CH:12][CH:11]=1.[CH3:16][C:17]1[CH:24]=[CH:23][C:20]([CH:21]=[CH2:22])=[CH:19][CH:18]=1>C(O)(C)C>[CH2:8]=[CH:9][C:10]1[CH:15]=[CH:14][CH:13]=[CH:12][CH:11]=1.[CH3:16][C:17]1[CH:24]=[CH:23][C:20]([CH:21]=[CH2:22])=[CH:19][CH:18]=1 |f:4.5|. Procedure details: To a glass bottle capped with a septum and flushed with nitrogen were added: 20 cc of purified toluene, 3.0 cc of purified styrene, 2.0 cc of purified p-methylstyrene, 2.8 mmol of TMA, 0.7 cc (1.412 mmol) of [(n-C4H9)3Sn]2O, and 0.0045 mmol of C5H5TiCl3. The mixture was stirred by a magnet stirrer for 22 h at 25° C. Then the content of the bottle was mixed with excess of isopropanol and 0.66 g of amorphous styrene-p-methylstyrene copolymer (yield ca. 14%) was recovered by filtration. The copolym... The reactants are ClC1=CC=C(C=O)C=C1 (4-chlorobenzaldehyde), C(C)(=O)C1=NC=CC=C1 (2-acetylpyridine). Yields the product ClC1=CC=C(C=C1)C=CC(=O)C1=NC=CC=C1 (3-(4-chlorophenyl)-1-(2-pyridinyl)prop-2-en-1-one). As a reaction SMILES: [Cl:1][C:2]1[CH:9]=[CH:8][C:5]([CH:6]=O)=[CH:4][CH:3]=1.[C:10]([C:13]1[CH:18]=[CH:17][CH:16]=[CH:15][N:14]=1)(=[O:12])[CH3:11]>>[Cl:1][C:2]1[CH:9]=[CH:8][C:5]([CH:6]=[CH:11][C:10]([C:13]2[CH:18]=[CH:17][CH:16]=[CH:15][N:14]=2)=[O:12])=[CH:4][CH:3]=1. Reported procedure: By a procedure similar to that of example 1.59.1, starting from 4-chlorobenzaldehyde and commercial 2-acetylpyridine, 3-(4-chlorophenyl)-1-(2-pyridinyl)prop-2-en-1-one was obtained as yellowish solid. The product is 24f, C(C)(C)(C)OC(N[C@H](C(C)C)C(NCCS)=O)=O ((R)-[1-(2-mercapto-ethylcarbamoyl)-2-methyl-propyl]-carbamic Acid tert-butyl Ester). Procedure details: To a 50 mL round-bottom flask charged with a solution of sodium bicarbonate (1 74.0 mg, 2.07 mmol) in 10.1 mL was added 2-aminoethanethiol hydrochloride (126.6 mg, 1.11 mmol). To this stirring solution was added dropwise over 60 seconds a solution of 25f (222.2 mg, 1.0 mmol) in 10.1 mL CH2Cl2. The reaction was vigorously stirred for 25 minutes at room temperature, then extracted twice with fresh CH2Cl2. The combined CH2Cl2 extracts were washed once with 5% aqueous HCl, once with 10% aqueous sodi... Solvent: C(Cl)Cl (CH2Cl2). RXN SMILES: C(=O)(O)[O-].[Na+].Cl.[NH2:7][CH2:8][CH2:9][SH:10].[C:11]([O:15][C:16](=[O:25])[NH:17][C@@H:18]([C:22](F)=[O:23])[CH:19]([CH3:21])[CH3:20])([CH3:14])([CH3:13])[CH3:12]>C(Cl)Cl>[C:11]([O:15][C:16](=[O:25])[NH:17][C@@H:18]([C:22](=[O:23])[NH:7][CH2:8][CH2:9][SH:10])[CH:19]([CH3:20])[CH3:21])([CH3:12])([CH3:14])[CH3:13] |f:0.1,2.3|. Reaction conditions: time 25 minute. The reactants are C([O-])(O)=O.[Na+] (sodium bicarbonate), Cl.NCCS (2-aminoethanethiol hydrochloride), C(C)(C)(C)OC(N[C@H](C(C)C)C(=O)F)=O ((R)-(1-Fluorocarbonyl-2-methyl-propyl)-carbamic Acid tert-butyl Ester). Starting materials: C1(CCCC1)CC(C(=O)O)N1N=CC(=CC1=O)OC1C(CCCC1C)C (3-cyclopentyl-2-[4-(2,6-dimethyl-cyclohexyloxy)-6-oxo-6H-pyridazin-1-yl]-propionic acid), CC1(OC[C@H](O1)CN1N=C(C=C1)N)C (1-((R)-2,2-dimethyl-[1,3]dioxolan-4-ylmethyl)-1H-pyrazol-3-ylamine), C1(CCCC1)CC(C(=O)O)N1N=CC(=CC1=O)OC1C(CCCC1C)C (3-cyclopentyl-2-[4-(2,6-dimethyl-cyclohexyloxy)-6-oxo-6H-pyridazin-1-yl]-propionic acid), CC1(OC[C@H](O1)CN1N=C(C=C1)N)C (1-((R)-2,2-dimethyl-[1,3]dioxolan-4-ylmethyl)-1H-pyrazol-3-ylamine). Product: C1(CCCC1)CC(C(=O)NC1=NN(C=C1)C[C@H]1OC(OC1)(C)C)N1N=CC(=CC1=O)OC1C(CCCC1C)C (3-cyclopentyl-2-[4-(2,6-dimethyl-cyclohexyloxy)-6-oxo-6H-pyridazin-1-yl]-N-[1-((R)-2,2-dimethyl-[1,3]dioxolan-4-ylmethyl)-1H-pyrazol-3-yl]-propionamide). As a reaction SMILES: [CH:1]1([CH2:6][CH:7]([N:11]2[C:16](=[O:17])[CH:15]=[C:14]([O:18][CH:19]3[CH:24]([CH3:25])[CH2:23][CH2:22][CH2:21][CH:20]3[CH3:26])[CH:13]=[N:12]2)[C:8]([OH:10])=O)[CH2:5][CH2:4][CH2:3][CH2:2]1.[CH3:27][C:28]1([CH3:40])[O:32][C@H:31]([CH2:33][N:34]2[CH:38]=[CH:37][C:36]([NH2:39])=[N:35]2)[CH2:30][O:29]1>>[CH:1]1([CH2:6][CH:7]([N:11]2[C:16](=[O:17])[CH:15]=[C:14]([O:18][CH:19]3[CH:24]([CH3:25])[CH2:23][CH2:22][CH2:21][CH:20]3[CH3:26])[CH:13]=[N:12]2)[C:8]([NH:39][C:36]2[CH:37]=[CH:38][N:34]([CH2:33][C@@H:31]3[CH2:30][O:29][C:28]([CH3:40])([CH3:27])[O:32]3)[N:35]=2)=[O:10])[CH2:5][CH2:4][CH2:3][CH2:2]1. Procedure: Using the method described in Example 49, 3-cyclopentyl-2-[4-(2,6-dimethyl-cyclohexyloxy)-6-oxo-6H-pyridazin-1-yl]-propionic acid (Intermediate 69) and 1-((R)-2,2-dimethyl-[1,3]dioxolan-4-ylmethyl)-1H-pyrazol-3-ylamine (Intermediate 4) afforded 3-cyclopentyl-2-[4-(2,6-dimethyl-cyclohexyloxy)-6-oxo-6H-pyridazin-1-yl]-N-[1-((R)-2,2-dimethyl-[1,3]dioxolan-4-ylmethyl)-1H-pyrazol-3-yl]-propionamide as an orange solid as a mixture of diastereomers (1.14 g, 76%). Starting materials: BrC1=CC=C(C=C1)N1N=CC(=C1C)C(=O)O (1-(4-bromophenyl)-5-methylpyrazole-4-carboxylic acid), NC=1C=CC(=C(C#N)C1)N1CCN(CC1)C1CCOCC1 (5-amino-2-[4-(3,4,5,6-tetrahydro-2H-pyran-4-yl) piperazin-1-yl]benzonitrile). The product is BrC1=CC=C(C=C1)N1N=CC(=C1C)C(=O)NC1=CC(=C(C=C1)N1CCN(CC1)C1CCOCC1)C#N (1-(4-Bromophenyl)-N-{3-cyano-4-[4-(3,4,5,6-tetrahydro-2H-pyran-4-yl)piperazin-1-yl]phenyl}-5-methylpyrazole-4-carboxamide). Isolated yield 36.5%. RXN SMILES: [Br:1][C:2]1[CH:7]=[CH:6][C:5]([N:8]2[C:12]([CH3:13])=[C:11]([C:14]([OH:16])=O)[CH:10]=[N:9]2)=[CH:4][CH:3]=1.[NH2:17][C:18]1[CH:19]=[CH:20][C:21]([N:26]2[CH2:31][CH2:30][N:29]([CH:32]3[CH2:37][CH2:36][O:35][CH2:34][CH2:33]3)[CH2:28][CH2:27]2)=[C:22]([CH:25]=1)[C:23]#[N:24]>>[Br:1][C:2]1[CH:3]=[CH:4][C:5]([N:8]2[C:12]([CH3:13])=[C:11]([C:14]([NH:17][C:18]3[CH:19]=[CH:20][C:21]([N:26]4[CH2:31][CH2:30][N:29]([CH:32]5[CH2:33][CH2:34][O:35][CH2:36][CH2:37]5)[CH2:28][CH2:27]4)=[C:22]([C:23]#[N:24])[CH:25]=3)=[O:16])[CH:10]=[N:9]2)=[CH:6][CH:7]=1. Reported procedure: By the reaction and treatment in the same manner as in Example 64 using 1-(4-bromophenyl)-5-methylpyrazole-4-carboxylic acid (1.0 g) and 5-amino-2-[4-(3,4,5,6-tetrahydro-2H-pyran-4-yl) piperazin-1-yl]benzonitrile (1.0 g), the title compound (0.7 g) was obtained, melting point: 288° C. Starting materials: [Br-].FC1=CC(=C(C=C1)C[P+](C1=CC=CC=C1)(C1=CC=CC=C1)C1=CC=CC=C1)[N+](=O)[O-] ([(4-fluoro-2-nitrophenyl)methyl]-triphenylphosphonium bromide). Reagents/catalysts: [Zn] (zinc). The solvent is CCO (EtOH), Br (HBr). Yields the product [Br-].NC1=C(C=CC(=C1)F)C[P+](C1=CC=CC=C1)(C1=CC=CC=C1)C1=CC=CC=C1 ([(2-amino-4-fluorophenyl)methyl]triphenylphosphonium bromide). The yield is 54.5%. Reaction SMILES: [Br-:1].[F:2][C:3]1[CH:8]=[CH:7][C:6]([CH2:9][P+:10]([C:23]2[CH:28]=[CH:27][CH:26]=[CH:25][CH:24]=2)([C:17]2[CH:22]=[CH:21][CH:20]=[CH:19][CH:18]=2)[C:11]2[CH:16]=[CH:15][CH:14]=[CH:13][CH:12]=2)=[C:5]([N+:29]([O-])=O)[CH:4]=1>CCO.Br.[Zn]>[Br-:1].[NH2:29][C:5]1[CH:4]=[C:3]([F:2])[CH:8]=[CH:7][C:6]=1[CH2:9][P+:10]([C:23]1[CH:28]=[CH:27][CH:26]=[CH:25][CH:24]=1)([C:11]1[CH:12]=[CH:13][CH:14]=[CH:15][CH:16]=1)[C:17]1[CH:22]=[CH:21][CH:20]=[CH:19][CH:18]=1 |f:0.1,5.6|. Procedure details: A solution of 175 g (0.35 mol) of [(4-fluoro-2-nitrophenyl)methyl]-triphenylphosphonium bromide in 760 mL of EtOH and 380 mL of 48% HBr was brought to reflux and 138 g (2.1 mol) of zinc dust was added in portions over 4 h and refluxed further for 2 h. The mixture was cooled and the EtOH evaporated. The residue was partitioned between CH2Cl2 and H2O. The CH2Cl2 solution was washed with 7M NH4OH. The aqueous phase was decanted and the precipitate dissolved in CH2Cl2 /EtOH. The organic phase was wa...